From a dataset of the Open Reaction Database (ORD), a public repository of structured organic reaction records. describe an organic reaction: reactants, conditions, products, and yield The reactants are FC(C1=CC=C(C=C1)C1=CC(=CC=C1)CC1CCC=2NC(=CC21)C(=O)OC)(F)F (methyl 4-((4′-(trifluoromethyl)biphenyl-3-yl)methyl)-1,4,5,6-tetrahydrocyclopenta[b]pyrrole-2-carboxylate), [OH-].[Li+] (lithium hydroxide), CO (methanol). The solvent is C1CCOC1 (THF). Yields the product FC(C1=CC=C(C=C1)C1=CC(=CC=C1)CC1CCC=2NC(=CC21)C(=O)O)(F)F (4-((4′-(trifluoromethyl)biphenyl-3-yl)methyl)-1,4,5,6-tetrahydrocyclopenta[b]pyrrole-2-carboxylic acid). Reaction SMILES: [F:1][C:2]([F:29])([F:28])[C:3]1[CH:8]=[CH:7][C:6]([C:9]2[CH:14]=[CH:13][CH:12]=[C:11]([CH2:15][CH:16]3[C:23]4[CH:22]=[C:21]([C:24]([O:26]C)=[O:25])[NH:20][C:19]=4[CH2:18][CH2:17]3)[CH:10]=2)=[CH:5][CH:4]=1.[OH-].[Li+].CO>C1COCC1>[F:29][C:2]([F:1])([F:28])[C:3]1[CH:8]=[CH:7][C:6]([C:9]2[CH:14]=[CH:13][CH:12]=[C:11]([CH2:15][CH:16]3[C:23]4[CH:22]=[C:21]([C:24]([OH:26])=[O:25])[NH:20][C:19]=4[CH2:18][CH2:17]3)[CH:10]=2)=[CH:5][CH:4]=1 |f:1.2|. Procedure: The title compound was synthesized from methyl 4-((4′-(trifluoromethyl)biphenyl-3-yl)methyl)-1,4,5,6-tetrahydrocyclopenta[b]pyrrole-2-carboxylate (0.047 g, 0.12 mmol) and lithium hydroxide (0.052 g, 1.24 mmol in 1 mL water), according to General Procedure 7. A 1:1 mixture of methanol (MeOH) and THF (2 mL) was used. The resulting product was purified by reverse phase HPLC, eluting with a gradient of 40-100% MeOH: water (with 0.1% formic acid) to afford the title compound. 19.4 mg, 43% yield. 1H N... Starting materials: O=C(Cl)c1ccccc1, CN(C)C=O, Cn1c(N2CC3CC2CN3)nc(-c2ccncn2)cc1=O, [H-], [Na+], O. Yields the product Cn1c(N2CC3CC2CN3C(=O)c2ccccc2)nc(-c2ccncn2)cc1=O. RXN SMILES: [C:24]([c:25]1[cH:26][cH:27][cH:28][cH:29][cH:30]1)(=[O:31])[Cl:32].[CH3:34][N:35]([CH3:36])[CH:37]=[O:38].[CH:1]12[N:2]([c:8]3[n:9]([CH3:21])[c:10](=[O:20])[cH:11][c:12](-[c:14]4[n:15][cH:16][n:17][cH:18][cH:19]4)[n:13]3)[CH2:3][CH:4]([NH:5][CH2:6]1)[CH2:7]2.[H-:22].[Na+:23].[OH2:33]>>[CH:1]12[N:2]([c:8]3[n:9]([CH3:21])[c:10](=[O:20])[cH:11][c:12](-[c:14]4[n:15][cH:16][n:17][cH:18][cH:19]4)[n:13]3)[CH2:3][CH:4]([N:5]([C:24]([c:25]3[cH:26][cH:27][cH:28][cH:29][cH:30]3)=[O:31])[CH2:6]1)[CH2:7]2. The reactants are C(C1=CC=CC=C1)N1CCC(CC1)CCCCC#N (1-benzyl-4-(4-cyanobutyl)piperidine), C([O-])([O-])=O.[K+].[K+] (potassium carbonate), Cl.NO (hydroxylamine hydrochloride). Yields the product C(C1=CC=CC=C1)N1CCC(CC1)CCCCC(=NO)N (5-(1-benzylpiperidin-4-yl)-1-hydroxyiminopentylamine). Isolated yield 62.8%. Reaction SMILES: [CH2:1]([N:8]1[CH2:13][CH2:12][CH:11]([CH2:14][CH2:15][CH2:16][CH2:17][C:18]#[N:19])[CH2:10][CH2:9]1)[C:2]1[CH:7]=[CH:6][CH:5]=[CH:4][CH:3]=1.C(=O)([O-])[O-].[K+].[K+].Cl.[NH2:27][OH:28]>>[CH2:1]([N:8]1[CH2:13][CH2:12][CH:11]([CH2:14][CH2:15][CH2:16][CH2:17][C:18]([NH2:19])=[N:27][OH:28])[CH2:10][CH2:9]1)[C:2]1[CH:7]=[CH:6][CH:5]=[CH:4][CH:3]=1 |f:1.2.3,4.5|. Procedure: A mixture of 1-benzyl-4-(4-cyanobutyl)piperidine (2.20 g), potassium carbonate (3.56 g) and hydroxylamine hydrochloride (2.39 g) was heated under reflux for 20 hours. After cooling, the mixture was filtered and evaporated in vacuo. The residue was dissolved in ether, filtered and recrystallized to afford 5-(1-benzylpiperidin-4-yl)-1-hydroxyiminopentylamine (1.56 g). Starting materials: O=C([O-])[O-], CCCCCC, ClCCl, Nc1cccnc1SCCS(=O)(=O)c1cccc(C(F)(F)F)c1, COc1cc(F)ccc1C(=O)O, [Na+], [Na+], C1COCCO1, O=S(Cl)Cl. RXN SMILES: [C:36](=[O:37])([O-:38])[O-:39].[CH3:45][CH2:46][CH2:47][CH2:48][CH2:49][CH3:50].[Cl:42][CH2:43][Cl:44].[F:13][C:14]([c:15]1[cH:16][c:17]([S:21](=[O:22])(=[O:23])[CH2:24][CH2:25][S:26][c:27]2[n:28][cH:29][cH:30][cH:31][c:32]2[NH2:33])[cH:18][cH:19][cH:20]1)([F:34])[F:35].[F:1][c:2]1[cH:3][c:4]([O:11][CH3:12])[c:5]([C:6](=[O:7])[OH:8])[cH:9][cH:10]1.[Na+:40].[Na+:41].[O:55]1[CH2:56][CH2:57][O:58][CH2:59][CH2:60]1.[S:51]([Cl:52])([Cl:53])=[O:54]>>[F:1][c:2]1[cH:3][c:4]([O:11][CH3:12])[c:5]([C:6](=[O:8])[NH:33][c:32]2[c:27]([S:26][CH2:25][CH2:24][S:21]([c:17]3[cH:16][c:15]([C:14]([F:13])([F:34])[F:35])[cH:20][cH:19][cH:18]3)(=[O:22])=[O:23])[n:28][cH:29][cH:30][cH:31]2)[cH:9][cH:10]1. The product is COc1cc(F)ccc1C(=O)Nc1cccnc1SCCS(=O)(=O)c1cccc(C(F)(F)F)c1.